Dataset: the Open Reaction Database (ORD), a public repository of structured organic reaction records. Task: describe an organic reaction: reactants, conditions, products, and yield Reactants: C1(C=CC2=CC=CC=C12)[Li] (indenyl lithium), C[Si](Cl)(Cl)C (dimethyldichlorosilane), C1C=CC2=CC=CC=C12 (indene), C(CCC)[Li] (n-butyllithium). The product is C[Si](C1C=CC2=CC=CC=C12)(C1C=CC2=CC=CC=C12)C (dimethyldi(1-indenyl)silane). Yield: 71.0%. As a reaction SMILES: [CH:1]1([Li])[C:9]2[C:4](=[CH:5][CH:6]=[CH:7][CH:8]=2)[CH:3]=[CH:2]1.[CH2:11]1[C:19]2[C:14](=[CH:15][CH:16]=[CH:17][CH:18]=2)[CH:13]=[CH:12]1.C([Li])CCC.[CH3:25][Si:26]([CH3:29])(Cl)Cl>>[CH3:25][Si:26]([CH3:29])([CH:11]1[C:19]2[C:14](=[CH:15][CH:16]=[CH:17][CH:18]=2)[CH:13]=[CH:12]1)[CH:1]1[C:9]2[C:4](=[CH:5][CH:6]=[CH:7][CH:8]=2)[CH:3]=[CH:2]1. Procedure details: In detail, in Japanese Patent Laid-Open Publication No. 221285/1990 for example, a solution of an indenyl lithium salt prepared from indene and n-butyllithium is slowly added to a dimethyldichlorosilane solution, and they are reacted with each other overnight to obtain dimethyldi(1-indenyl)silane in a 71% yield. In Japanese Patent Laid-Open Publication No. 268307/1992, dimethyldi (2-methyl-1-indenyl) silane is obtained in a 16% yield in a manner similar to the above. Starting materials: CCOCC, CCCCCC, CC(C)=O, Cc1cc(C(=O)N2Cc3ccc(C(=O)C(Cl)(Cl)Cl)n3Cc3ccccc32)ccc1-c1ccccc1C(F)(F)F, Cl, [Na+], [OH-]. Yields the product Cc1cc(C(=O)N2Cc3ccc(C(=O)O)n3Cc3ccccc32)ccc1-c1ccccc1C(F)(F)F. As a reaction SMILES: [CH2:49]([O:51][CH2:50][CH3:52])[CH3:53].[CH3:43][CH2:44][CH2:45][CH2:46][CH2:47][CH3:48].[CH3:54][C:55](=[O:56])[CH3:57].[Cl:1][C:2]([C:3](=[O:4])[c:5]1[cH:6][cH:7][c:8]2[n:14]1[CH2:13][c:12]1[c:11]([cH:18][cH:17][cH:16][cH:15]1)[N:10]([C:19](=[O:20])[c:21]1[cH:22][c:23]([CH3:37])[c:24](-[c:27]3[c:28]([C:33]([F:34])([F:35])[F:36])[cH:29][cH:30][cH:31][cH:32]3)[cH:25][cH:26]1)[CH2:9]2)([Cl:38])[Cl:39].[ClH:42].[Na+:41].[OH-:40]>>[C:3](=[O:4])([c:5]1[cH:6][cH:7][c:8]2[n:14]1[CH2:13][c:12]1[c:11]([cH:18][cH:17][cH:16][cH:15]1)[N:10]([C:19](=[O:20])[c:21]1[cH:22][c:23]([CH3:37])[c:24](-[c:27]3[c:28]([C:33]([F:34])([F:35])[F:36])[cH:29][cH:30][cH:31][cH:32]3)[cH:25][cH:26]1)[CH2:9]2)[OH:51]. Starting materials: C(C1=CC=CC=C1)ON=C1C[C@H](N(C1)C(=O)OC(C)(C)C)C(=O)O ((2S,4EZ)-4-[(benzyloxy)imino]-1-(tert-butoxycarbonyl)-2-pyrrolidinecarboxylic acid), O=C1OC(=CC=C1C(=O)Cl)CCCCC (2-oxo-6-pentyl-2H-pyran-3-carbonyl chloride), N1=CC=CC2=CC(=CC=C12)N (6-quinolinamine). Product: C(C1=CC=CC=C1)ON=C1C[C@H](N(C1)C(=O)C=1C(OC(=CC1)CCCCC)=O)C(=O)NC=1C=C2C=CC=NC2=CC1 ((2S,4EZ)-4-[(benzyloxy)imino]-1-[(2-oxo-6-pentyl-2H-pyran-3-yl)carbonyl]-N-(6-quinolinyl)-2-pyrrolidinecarboxamide). RXN SMILES: [CH2:1]([O:8][N:9]=[C:10]1[CH2:14][N:13]([C:15]([O:17]C(C)(C)C)=O)[C@H:12]([C:22]([OH:24])=O)[CH2:11]1)[C:2]1[CH:7]=[CH:6][CH:5]=[CH:4][CH:3]=1.[O:25]=[C:26]1[C:31](C(Cl)=O)=[CH:30][CH:29]=[C:28]([CH2:35][CH2:36][CH2:37][CH2:38][CH3:39])[O:27]1.[N:40]1[C:49]2[C:44](=[CH:45][C:46]([NH2:50])=[CH:47][CH:48]=2)[CH:43]=[CH:42][CH:41]=1>>[CH2:1]([O:8][N:9]=[C:10]1[CH2:14][N:13]([C:15]([C:31]2[C:26](=[O:25])[O:27][C:28]([CH2:35][CH2:36][CH2:37][CH2:38][CH3:39])=[CH:29][CH:30]=2)=[O:17])[C@H:12]([C:22]([NH:50][C:46]2[CH:45]=[C:44]3[C:49](=[CH:48][CH:47]=2)[N:40]=[CH:41][CH:42]=[CH:43]3)=[O:24])[CH2:11]1)[C:2]1[CH:3]=[CH:4][CH:5]=[CH:6][CH:7]=1. Reported procedure: Following the general method as outlined in Example 22, starting from (2S,4EZ)-4-[(benzyloxy)imino]-1-(tert-butoxycarbonyl)-2-pyrrolidinecarboxylic acid, 2-oxo-6-pentyl-2H-pyran-3-carbonyl chloride, and 6-quinolinamine the title compound was obtained in 48% purity by LC/MS. MS(ESI+): m/z=553.4. Starting materials: CO (methanol), Cl.CON (O-methylhydroxylamine hydrochloride), CC1CC(C(O1)O)SC1=NC=CC=C1 (5-methyl-3-(pyridin-2-ylsulfanyl)oxolan-2-ol). Run in C(C)N(CC)CC (triethylamine). Conditions: time 2 hour. The product is CON=CC(CC(C)O)SC1=NC=CC=C1 (5-(methoxyimino)-4-(pyridin-2-ylsulfanyl)pentan-2-ol). Yield: 102.0%. As a reaction SMILES: CO.Cl.[CH3:4][O:5][NH2:6].[CH3:7][CH:8]1[O:12][CH:11](O)[CH:10]([S:14][C:15]2[CH:20]=[CH:19][CH:18]=[CH:17][N:16]=2)[CH2:9]1>C(N(CC)CC)C>[CH3:4][O:5][N:6]=[CH:11][CH:10]([S:14][C:15]1[CH:20]=[CH:19][CH:18]=[CH:17][N:16]=1)[CH2:9][CH:8]([OH:12])[CH3:7] |f:1.2|. Reported procedure: 8.0 mL of methanol and 712 mg of O-methylhydroxylamine hydrochloride were added to 1.5 g of 5-methyl-3-(pyridin-2-ylsulfanyl)oxolan-2-ol, and thereafter, 1.1 mL of triethylamine was added dropwise to the mixture. The thus obtained mixture was stirred at room temperature for 2 hours. Thereafter, the solvent was distilled away under reduced pressure, 50 mL of ethyl acetate and 50 mL of water were then added to the residue, and the water layer was then removed. The organic layer was washed with a s... Starting materials: C(C)(C)(CC(C)(C)C)C1=CC=C(C=C1)O (p-tert-octylphenol), Cl (HCl), C1(=CC=CC=C1)O (phenol), C=O (formalin). Conditions: temperature 160 celsius. Yields the product C(C)(C)(CC(C)(C)C)C1=CC=C(C=C1)O.C1(=CC=CC=C1)O.C=O (p-tert-octylphenol phenol formaldehyde). RXN SMILES: [C:1]([C:9]1[CH:14]=[CH:13][C:12]([OH:15])=[CH:11][CH:10]=1)([CH2:4][C:5]([CH3:8])([CH3:7])[CH3:6])([CH3:3])[CH3:2].[C:16]1([OH:22])[CH:21]=[CH:20][CH:19]=[CH:18][CH:17]=1.[CH2:23]=[O:24].Cl>>[C:1]([C:9]1[CH:10]=[CH:11][C:12]([OH:15])=[CH:13][CH:14]=1)([CH2:4][C:5]([CH3:8])([CH3:7])[CH3:6])([CH3:2])[CH3:3].[C:16]1([OH:22])[CH:21]=[CH:20][CH:19]=[CH:18][CH:17]=1.[CH2:23]=[O:24] |f:4.5.6|. Procedure details: 206 g (1 mole) of p-tert-octylphenol, 60 g (0.64 mole) of phenol, 121.0 g (1.49 moles) of 37% formalin and 1.5 g of 35% HCl were condensed under water reflux for 10 hours, and the reaction mixture was dehydrated by heating it to 160° C. under atmospheric pressure and then under reduced pressure to give a p-tert-octylphenol/phenol/formaldehyde co-condensate. A mixture of 60 g of zinc benzoate and 45 g of ammonium hydrogen carbonsate was added gradually over the course of 1 hour to the resulting c... Starting materials: C(C)(C)N(C(C)C)CC (N,N-diisopropylethyl amine), OC1C(=C(CCC1)C1=C(C=C(C(=O)N2CC=3N(CC4=C2C=CC=C4)C(=CC3)C(=O)O)C=C1)C)C (10-[4-(3-hydroxy-2-methyl-cyclohex-1-en-1-yl)-3-methyl-benzoyl]-10,11-dihydro-5H-pyrrolo[2,1-c][1,4]benzodiazepine-3-carboxylic acid), Cl.C(C)N=C=N (3-ethylcarbodiimide hydrochloride), CN1CCNCC1 (N-methylpiperazine), ON1N=NC2=C1C=CC=C2 (1-hydroxy benzotriazole). Run in C(C)(=O)OCC (ethyl acetate), amine. Reaction conditions: time 18 hour. Product: OC1C(=C(CCC1)C1=C(C=C(C=C1)C(=O)N1CC=2N(CC3=C1C=CC=C3)C(=CC2)C(=O)N2CCN(CC2)C)C)C ([4-(3-Hydroxy-2-methyl-cyclohex-1-en-1-yl)-3-methyl-phenyl]-[3-(4-methyl-piperazine-1-carbonyl)-10,11-dihydro-5H-pyrrolo[2,1-c][1,4]benzodiazepin-10-yl]-methanone). Isolated yield 76.3%. As a reaction SMILES: [OH:1][CH:2]1[CH2:7][CH2:6][CH2:5][C:4]([C:8]2[CH:32]=[CH:31][C:11]([C:12]([N:14]3[C:20]4[CH:21]=[CH:22][CH:23]=[CH:24][C:19]=4[CH2:18][N:17]4[C:25]([C:28](O)=[O:29])=[CH:26][CH:27]=[C:16]4[CH2:15]3)=[O:13])=[CH:10][C:9]=2[CH3:33])=[C:3]1[CH3:34].[CH3:35][N:36]1CCNC[CH2:37]1.ON1C2C=CC=CC=2N=N1.Cl.[CH2:53]([N:55]=[C:56]=N)[CH3:54].C(N(CC)C(C)C)(C)C>C(OCC)(=O)C>[OH:1][CH:2]1[CH2:7][CH2:6][CH2:5][C:4]([C:8]2[CH:32]=[CH:31][C:11]([C:12]([N:14]3[C:20]4[CH:21]=[CH:22][CH:23]=[CH:24][C:19]=4[CH2:18][N:17]4[C:25]([C:28]([N:55]5[CH2:53][CH2:54][N:36]([CH3:37])[CH2:35][CH2:56]5)=[O:29])=[CH:26][CH:27]=[C:16]4[CH2:15]3)=[O:13])=[CH:10][C:9]=2[CH3:33])=[C:3]1[CH3:34] |f:3.4|. Procedure: 10-[4-(3-hydroxy-2-methyl-cyclohex-1-en-1-yl)-3-methyl-benzoyl]-10,11-dihydro-5H pyrrolo[2,1-c][1,4]benzodiazepine-3-carboxylic acid (0.200 g, 0.438 mmol) of Step A, N-methylpiperazine (0.058 mL, 0.526 mmol), 1-hydroxy benzotriazole (0.065 g, 0.482 mmol) and 1-[3-dimethylamino)propyl]-3-ethylcarbodiimide hydrochloride (0.092 g, 0.482 mmol) were combined in amine-free N,N-dimethylformamide (1.8 mL), followed by addition of N,N-diisopropylethyl amine (0.114 mL, 0.657 mmol). The reaction was stirre... Starting materials: NC1=NC(=CC(=N1)N1CCC2(C[C@H](NC2)C(=O)O)CC1)O[C@@H](C(F)(F)F)C1=C(C=C(C=C1)Cl)N1N=C(C=C1)C ((S)-8-(2-amino-6-((R)-1-(4-chloro-2-(3-methyl-1H-pyrazol-1-yl)phenyl)-2,2,2-trifluoroethoxy)pyrimidin-4-yl)-2,8-diazaspiro[4.5]decane-3-carboxylic acid), ClC1=CC(=C(C=C1)[C@H](C(F)(F)F)O)N1N=C(C=C1)C(C)C ((R)-1-(4-chloro-2-(3-isopropyl-1H-pyrazol-1-yl)phenyl)-2,2,2-trifluoroethanol), ClC1=CC(=C(C=C1)[C@H](C(F)(F)F)O)N1N=C(C=C1)C(C)C ((R)-1-(4-chloro-2-(3-isopropyl-1H-pyrazol-1-yl)phenyl)-2,2,2-trifluoroethanol). Product: NC1=NC(=CC(=N1)N1CCC2(C[C@H](NC2)C(=O)O)CC1)O[C@@H](C(F)(F)F)C1=C(C=C(C=C1)Cl)N1N=C(C=C1)C(C)C ((S)-8-(2-amino-6-((R)-1-(4-chloro-2-(3-isopropyl-1H-pyrazol-1-yl)phenyl)-2,2,2-trifluoroethoxy)pyrimidin-4-yl)-2,8-diazaspiro[4.5]decane-3-carboxylic acid). RXN SMILES: [NH2:1][C:2]1[N:7]=[C:6]([N:8]2[CH2:20][CH2:19][C:11]3([CH2:15][NH:14][C@H:13]([C:16]([OH:18])=[O:17])[CH2:12]3)[CH2:10][CH2:9]2)[CH:5]=[C:4](O[C@H](C2C=CC(Cl)=CC=2N2C=CC(C)=N2)C(F)(F)F)[N:3]=1.[Cl:40][C:41]1[CH:46]=[CH:45][C:44]([C@@H:47]([OH:52])[C:48]([F:51])([F:50])[F:49])=[C:43]([N:53]2[CH:57]=[CH:56][C:55]([CH:58]([CH3:60])[CH3:59])=[N:54]2)[CH:42]=1>>[NH2:1][C:2]1[N:7]=[C:6]([N:8]2[CH2:20][CH2:19][C:11]3([CH2:15][NH:14][C@H:13]([C:16]([OH:18])=[O:17])[CH2:12]3)[CH2:10][CH2:9]2)[CH:5]=[C:4]([O:52][C@H:47]([C:44]2[CH:45]=[CH:46][C:41]([Cl:40])=[CH:42][C:43]=2[N:53]2[CH:57]=[CH:56][C:55]([CH:58]([CH3:60])[CH3:59])=[N:54]2)[C:48]([F:51])([F:50])[F:49])[N:3]=1. Reported procedure: The title compound was prepared as described for (S)-8-(2-amino-6-((R)-1-(4-chloro-2-(3-methyl-1H-pyrazol-1-yl)phenyl)-2,2,2-trifluoroethoxy)pyrimidin-4-yl)-2,8-diazaspiro[4.5]decane-3-carboxylic acid (Example 10d) starting with (R)-1-(4-chloro-2-(3-isopropyl-1H-pyrazol-1-yl)phenyl)-2,2,2-trifluoroethanol (Intermediate 41).